This data is from the Open Reaction Database (ORD), a public repository of structured organic reaction records. The task is: describe an organic reaction: reactants, conditions, products, and yield Reactants: CCOc1ccc(-c2nc(CCl)cs2)cc1OCC, CC(=O)c1ccc[nH]1, CN(C)C=O, [I-], [Na+], [Na+], [OH-], O. Yields the product CCOc1ccc(-c2nc(Cn3cccc3C(C)=O)cs2)cc1OCC. RXN SMILES: [CH2:1]([CH3:2])[O:3][c:4]1[cH:5][c:6](-[c:13]2[s:14][cH:15][c:16]([CH2:18][Cl:19])[n:17]2)[cH:7][cH:8][c:9]1[O:10][CH2:11][CH3:12].[CH3:20][C:21](=[O:22])[c:23]1[cH:24][cH:25][cH:26][nH:27]1.[CH3:33][N:34]([CH3:35])[CH:36]=[O:37].[I-:29].[Na+:28].[Na+:31].[OH-:30].[OH2:32]>>[CH2:1]([CH3:2])[O:3][c:4]1[cH:5][c:6](-[c:13]2[s:14][cH:15][c:16]([CH2:18][n:27]3[c:23]([C:21]([CH3:20])=[O:22])[cH:24][cH:25][cH:26]3)[n:17]2)[cH:7][cH:8][c:9]1[O:10][CH2:11][CH3:12]. The reactants are BrC=1N=C(C(=NC1)NC(=O)C=1N(N=C(C1Cl)C(C)(C)C)C)NCC1=CC=C(C=C1)OC (5-tert-butyl-4-chloro-2-methyl-2H-pyrazole-3-carboxylic acid [5-bromo-3-(4-methoxy-benzylamino)-pyrazin-2-yl]-amide), FC(C1=C(C=CC=C1)B(O)O)(F)F (2-trifluoromethyl-phenylboronic acid), C(=O)([O-])[O-].[K+].[K+] (K2CO3), C(Cl)Cl (DCM). Reagents/catalysts: C1=CC=C(C=C1)P([C-]2C=CC=C2)C3=CC=CC=C3.C1=CC=C(C=C1)P([C-]2C=CC=C2)C3=CC=CC=C3.Cl[Pd]Cl.[Fe+2] ((dppf)PdCl2). Run in CN(C)C=O (DMF), O (water), C1(=CC=CC=C1)C (toluene). Run at temperature 100 celsius, time 8 hour. Yields the product COC1=CC=C(CNC=2C(=NC=C(N2)C2=C(C=CC=C2)C(F)(F)F)NC(=O)C=2N(N=C(C2Cl)C(C)(C)C)C)C=C1 (5-tert-butyl-4-chloro-2-methyl-2H-pyrazole-3-carboxylic acid [3-(4-methoxy-benzylamino)-5-(2-trifluoromethyl-phenyl)-pyrazin-2-yl]-amide). Reaction SMILES: Br[C:2]1[N:3]=[C:4]([NH:22][CH2:23][C:24]2[CH:29]=[CH:28][C:27]([O:30][CH3:31])=[CH:26][CH:25]=2)[C:5]([NH:8][C:9]([C:11]2[N:12]([CH3:21])[N:13]=[C:14]([C:17]([CH3:20])([CH3:19])[CH3:18])[C:15]=2[Cl:16])=[O:10])=[N:6][CH:7]=1.[F:32][C:33]([F:44])([F:43])[C:34]1[CH:39]=[CH:38][CH:37]=[CH:36][C:35]=1B(O)O.C([O-])([O-])=O.[K+].[K+].C(Cl)Cl>CN(C=O)C.C1C=CC(P(C2C=CC=CC=2)[C-]2C=CC=C2)=CC=1.C1C=CC(P(C2C=CC=CC=2)[C-]2C=CC=C2)=CC=1.Cl[Pd]Cl.[Fe+2].O.C1(C)C=CC=CC=1>[CH3:31][O:30][C:27]1[CH:28]=[CH:29][C:24]([CH2:23][NH:22][C:4]2[C:5]([NH:8][C:9]([C:11]3[N:12]([CH3:21])[N:13]=[C:14]([C:17]([CH3:19])([CH3:18])[CH3:20])[C:15]=3[Cl:16])=[O:10])=[N:6][CH:7]=[C:2]([C:35]3[CH:36]=[CH:37][CH:38]=[CH:39][C:34]=3[C:33]([F:44])([F:43])[F:32])[N:3]=2)=[CH:25][CH:26]=1 |f:2.3.4,7.8.9.10|. Reported procedure: To a solution of 5-tert-butyl-4-chloro-2-methyl-2H-pyrazole-3-carboxylic acid [5-bromo-3-(4-methoxy-benzylamino)-pyrazin-2-yl]-amide (87 mg, 0.17 mmol), 2-trifluoromethyl-phenylboronic acid (36 mg, 0.19 mmol), in DMF (0.5 mL), toluene (2 mL) and water (2 mL), K2CO3 (33 mg, 0.23 mmol) was added. The resulting solution was placed under Ar and (dppf)PdCl2.DCM (14 mg, 0.02 mmol) was added. The resulting mixture was stirred at 100° C. overnight. The organic layer was separated, dried (Na2SO4) and con...